This data is from the Open Reaction Database (ORD), a public repository of structured organic reaction records. The task is: describe an organic reaction: reactants, conditions, products, and yield Reactants: C12(CCCCC1)CC(=O)OC(C2)=O (1,1-cyclohexanediacetic anhydride), C1(CCCCC1)N (cyclohexylamine), Cl (HCl). The solvent is O (H2O), ClCCl (dichloromethane). Conditions: time 8 hour. Yields the product C1(CCCCC1)NC(=O)CC1(CCCCC1)CC(=O)O ((1-Cyclohexylcarbamoylmethyl-cyclohexyl)-acetic acid). Yield: 115.9%. As a reaction SMILES: [C:1]12([CH2:12][C:11](=[O:13])[O:10][C:8](=[O:9])[CH2:7]1)[CH2:6][CH2:5][CH2:4][CH2:3][CH2:2]2.[CH:14]1([NH2:20])[CH2:19][CH2:18][CH2:17][CH2:16][CH2:15]1.Cl>ClCCl.O>[CH:14]1([NH:20][C:11]([CH2:12][C:1]2([CH2:7][C:8]([OH:10])=[O:9])[CH2:2][CH2:3][CH2:4][CH2:5][CH2:6]2)=[O:13])[CH2:19][CH2:18][CH2:17][CH2:16][CH2:15]1. Procedure details: A mixture of 1,1-cyclohexanediacetic anhydride (0.911 g, 5.0 mmol) and cyclohexylamine (0.63 mL, 5.5 mmol) in dichloromethane (10.0 mL) was stirred overnight at room temperature. The reaction mixture was diluted with H2O (5 mL) and the aqueous layer was acidified to pH-5 using 6 N HCl. The organic layer was collected. The aqueous layer was extracted with additional dichloromethane (5 mL). The organic extracts were combined, dried with sodium sulfate, filtered and concentrated to dryness to give ... Reactants: CC(=O)N1CCc2ccc(S(=O)(=O)Cl)cc2C1, CCCC[N+](CCCC)(CCCC)CCCC, [Na+], C1CCOC1, [OH-], [OH-], c1ccc2[nH]ccc2c1. The product is CC(=O)N1CCc2ccc(S(=O)(=O)n3ccc4ccccc43)cc2C1. As a reaction SMILES: [C:30]([CH3:31])(=[O:32])[N:33]1[CH2:34][c:35]2[cH:36][c:37]([S:43](=[O:44])(=[O:45])[Cl:46])[cH:38][cH:39][c:40]2[CH2:41][CH2:42]1.[CH2:13]([N+:14]([CH2:15][CH2:16][CH2:17][CH3:18])([CH2:19][CH2:20][CH2:21][CH3:22])[CH2:23][CH2:24][CH2:25][CH3:26])[CH2:27][CH2:28][CH3:29].[Na+:2].[O:47]1[CH2:48][CH2:49][CH2:50][CH2:51]1.[OH-:12].[OH-:1].[nH:3]1[cH:4][cH:5][c:6]2[cH:7][cH:8][cH:9][cH:10][c:11]12>>[n:3]1([S:43]([c:37]2[cH:36][c:35]3[c:40]([cH:39][cH:38]2)[CH2:41][CH2:42][N:33]([C:30]([CH3:31])=[O:32])[CH2:34]3)(=[O:44])=[O:45])[cH:4][cH:5][c:6]2[cH:7][cH:8][cH:9][cH:10][c:11]12. Starting materials: C(=O)C1=CC=C(C2=CC=CC=C12)O (4-formyl-1-naphthol), 2-anthrol-1-aldehyde, C(=O)C1=C(C2=CC=CC=C2C=C1)O (2-formyl-1-naphthol), C(=O)C=1C=C(C2=CC=CC=C2C1)O (3-formyl-1-naphthol). The product is C(=O)C1=C(C=CC2=CC=CC=C12)O (1-formyl-2-naphthol). As a reaction SMILES: [CH:1]([C:3]1[C:12]2[C:7](=[CH:8][CH:9]=[CH:10][CH:11]=2)[C:6](O)=[CH:5][CH:4]=1)=[O:2].C(C1C=CC2C(=CC=CC=2)C=1O)=[O:15].C(C1C=C(O)C2C(C=1)=CC=CC=2)=O>>[CH:1]([C:3]1[C:12]2[C:7](=[CH:8][CH:9]=[CH:10][CH:11]=2)[CH:6]=[CH:5][C:4]=1[OH:15])=[O:2]. Procedure details: 4-formyl-1-naphthol; 2-formyl-1-naphthol; 3-formyl-1-naphthol; and 2-anthrol-1-aldehyde. Reactants: C[Si](C)(C)N=C=O (trimethylsilyl isocyanate), ClC=1C(=C2C(=NC1)N(C(=C2)C=2C=NN(C2)C)S(=O)(=O)C2=CC=C(C)C=C2)C2=CN=C(S2)C2(CCC2)N (1-(5-(5-chloro-2-(1-methyl-1H-pyrazol-4-yl)-1-tosyl-1H-pyrrolo[2,3-b]pyridin-4-yl)thiazol-2-yl)cyclobutanamine), C[Si](C)(C)N=C=O (trimethylsilyl isocyanate). Run in O (water), O1CCCC1 (tetrahydrofuran). Conditions: temperature 70 celsius. The product is ClC=1C(=C2C(=NC1)N(C(=C2)C=2C=NN(C2)C)S(=O)(=O)C2=CC=C(C)C=C2)C2=CN=C(S2)C2(CCC2)NC(=O)N (1-(1-(5-(5-chloro-2-(1-methyl-1H-pyrazol-4-yl)-1-tosyl-1H-pyrrolo[2,3-b]pyridin-4-yl)thiazol-2-yl)cyclobutyl)urea). As a reaction SMILES: [Cl:1][C:2]1[C:3]([C:27]2[S:31][C:30]([C:32]3([NH2:36])[CH2:35][CH2:34][CH2:33]3)=[N:29][CH:28]=2)=[C:4]2[CH:10]=[C:9]([C:11]3[CH:12]=[N:13][N:14]([CH3:16])[CH:15]=3)[N:8]([S:17]([C:20]3[CH:26]=[CH:25][C:23]([CH3:24])=[CH:22][CH:21]=3)(=[O:19])=[O:18])[C:5]2=[N:6][CH:7]=1.C[Si]([N:41]=[C:42]=[O:43])(C)C>O1CCCC1.O>[Cl:1][C:2]1[C:3]([C:27]2[S:31][C:30]([C:32]3([NH:36][C:42]([NH2:41])=[O:43])[CH2:33][CH2:34][CH2:35]3)=[N:29][CH:28]=2)=[C:4]2[CH:10]=[C:9]([C:11]3[CH:12]=[N:13][N:14]([CH3:16])[CH:15]=3)[N:8]([S:17]([C:20]3[CH:26]=[CH:25][C:23]([CH3:24])=[CH:22][CH:21]=3)(=[O:19])=[O:18])[C:5]2=[N:6][CH:7]=1. Procedure: A mixture of 1-(5-(5-chloro-2-(1-methyl-1H-pyrazol-4-yl)-1-tosyl-1H-pyrrolo[2,3-b]pyridin-4-yl)thiazol-2-yl)cyclobutanamine (40 mg, 0.074 mmol) (Example 121A) in anhydrous tetrahydrofuran (1 mL) was treated with trimethylsilyl isocyanate (0.049 ml, 0.371 mmol), and the reaction mixture was heated to 70° C. for 5 hours. Additional trimethylsilyl isocyanate (0.025 ml, 0.185 mmol) was added, and the reaction solution was heated for 16 hours at 70° C. The reaction was cooled, diluted with water, and... Reactants: CCOC(=O)C(=O)CC(=O)C (Ethyl acetopyruvate), CNN (methyl hydrazine). Run in C(C)O (ethanol). The product is CN1N=C(C=C1C(=O)OCC)C (1,3-dimethyl-5-ethoxycarbonylpyrazole). The yield is 43.1%. Reaction SMILES: [CH3:1][CH2:2][O:3][C:4]([C:6]([CH2:8][C:9]([CH3:11])=O)=O)=[O:5].[CH3:12][NH:13][NH2:14]>C(O)C>[CH3:12][N:13]1[C:6]([C:4]([O:3][CH2:2][CH3:1])=[O:5])=[CH:8][C:9]([CH3:11])=[N:14]1. Procedure: Ethyl acetopyruvate (Organic Syntheses, Coll. Vol. I, 1944, p. 238) (31.6 g) was dissolved in ethanol (100 ml) and treated with methyl hydrazine (12 g) in portions. The mixture was then refluxed gently for 1 hr, whereupon most of the ethanol was removed in vacuo. The residue was poured into 5% NaCl solution and the product extracted with chloroform (3×100 ml). The combined extracts were washed with water, dried and the solvent evaporated. The residue was then distilled in vacuo. 1,3-dimethyl-5-e... Reactants: CC(C)(C)OC(=O)NCCNc1ccccc1N1CCN(C(=O)C(Cc2ccc(Cl)cc2)NC(=O)C2Cc3ccccc3CN2C(=O)OC(C)(C)C)CC1, ClCCCl, CC(C)(C)OC(=O)N1CCN(c2ccccc2NS(C)(=O)=O)CC1, CS(=O)(=O)Cl, CN(C)c1ccncc1, c1ccncc1. Yields the product CC(C)(C)OC(=O)NCCN(c1ccccc1N1CCN(C(=O)C(Cc2ccc(Cl)cc2)NC(=O)C2Cc3ccccc3CN2C(=O)OC(C)(C)C)CC1)S(C)(=O)=O. RXN SMILES: [C:25]([CH3:26])([CH3:27])([CH3:28])[O:29][C:30](=[O:31])[NH:32][CH2:33][CH2:34][NH:35][c:36]1[c:37]([N:42]2[CH2:43][CH2:44][N:45]([C:48]([CH:49]([CH2:50][c:51]3[cH:52][cH:53][c:54]([Cl:57])[cH:55][cH:56]3)[NH:58][C:59](=[O:60])[CH:61]3[N:62]([C:71](=[O:72])[O:73][C:74]([CH3:75])([CH3:76])[CH3:77])[CH2:63][c:64]4[cH:65][cH:66][cH:67][cH:68][c:69]4[CH2:70]3)=[O:78])[CH2:46][CH2:47]2)[cH:38][cH:39][cH:40][cH:41]1.[CH2:99]([Cl:100])[CH2:101][Cl:102].[CH3:1][S:2](=[O:3])(=[O:4])[NH:5][c:6]1[cH:7][cH:8][cH:9][cH:10][c:11]1[N:12]1[CH2:13][CH2:14][N:15]([C:16]([O:17][C:18]([CH3:19])([CH3:20])[CH3:21])=[O:22])[CH2:23][CH2:24]1.[CH3:79][S:80](=[O:81])(=[O:82])[Cl:83].[CH3:90][N:91]([c:92]1[cH:93][cH:94][n:95][cH:96][cH:97]1)[CH3:98].[cH:84]1[cH:85][cH:86][n:87][cH:88][cH:89]1>>[CH3:1][S:2](=[O:3])(=[O:4])[N:35]([CH2:34][CH2:33][NH:32][C:30]([O:29][C:25]([CH3:26])([CH3:27])[CH3:28])=[O:31])[c:36]1[c:37]([N:42]2[CH2:43][CH2:44][N:45]([C:48]([CH:49]([CH2:50][c:51]3[cH:52][cH:53][c:54]([Cl:57])[cH:55][cH:56]3)[NH:58][C:59](=[O:60])[CH:61]3[N:62]([C:71](=[O:72])[O:73][C:74]([CH3:75])([CH3:76])[CH3:77])[CH2:63][c:64]4[cH:65][cH:66][cH:67][cH:68][c:69]4[CH2:70]3)=[O:78])[CH2:46][CH2:47]2)[cH:38][cH:39][cH:40][cH:41]1. Procedure details: In accordance with Example 19, 200 mg of ethyl 3-phenyl-3-{6-[3-(pyridin-2-ylamino)propoxy]indol-3-yl}propionate 7 are hydrogenated in the presence of 2N hydrochloric acid and palladium/activated carbon (10%) to give 41. RXN SMILES: [C:1]1([CH:7]([C:14]2[C:22]3[C:17](=[CH:18][C:19]([O:23][CH2:24][CH2:25][CH2:26][NH:27][C:28]4[CH:33]=[CH:32][CH:31]=[CH:30][N:29]=4)=[CH:20][CH:21]=3)[NH:16][CH:15]=2)[CH2:8][C:9]([O:11][CH2:12][CH3:13])=[O:10])[CH:6]=[CH:5][CH:4]=[CH:3][CH:2]=1.Cl>[Pd]>[C:1]1([CH:7]([C:14]2[C:22]3[C:17](=[CH:18][C:19]([O:23][CH2:24][CH2:25][CH2:26][NH:27][C:28]4[CH2:33][CH2:32][CH2:31][CH2:30][N:29]=4)=[CH:20][CH:21]=3)[NH:16][CH:15]=2)[CH2:8][C:9]([O:11][CH2:12][CH3:13])=[O:10])[CH:2]=[CH:3][CH:4]=[CH:5][CH:6]=1. The reagents and catalysts are [Pd] (palladium). The product is C1(=CC=CC=C1)C(CC(=O)OCC)C1=CNC2=CC(=CC=C12)OCCCNC1=NCCCC1 (Ethyl 3-phenyl-3-{6-[3-(3,4,5,6-tetrahydropyridin-2-yl)aminopropoxy]-indol-3-yl}propionate). Reactants: C1(=CC=CC=C1)C(CC(=O)OCC)C1=CNC2=CC(=CC=C12)OCCCNC1=NC=CC=C1 (ethyl 3-phenyl-3-{6-[3-(pyridin-2-ylamino)propoxy]indol-3-yl}propionate), Cl (hydrochloric acid).